Dataset: the Open Reaction Database (ORD), a public repository of structured organic reaction records. Task: describe an organic reaction: reactants, conditions, products, and yield Starting materials: CO, CCOC(=O)COC(c1cccc(Cl)c1F)C1CCCN(C(=O)OC(C)(C)C)C1. Yields the product CC(C)(C)OC(=O)N1CCCC(C(OCCO)c2cccc(Cl)c2F)C1. Reaction SMILES: [CH3:30][OH:31].[Cl:1][c:2]1[c:3]([F:29])[c:4]([CH:8]([CH:9]2[CH2:10][N:11]([C:15](=[O:16])[O:17][C:18]([CH3:19])([CH3:20])[CH3:21])[CH2:12][CH2:13][CH2:14]2)[O:22][CH2:23][C:24](=[O:25])[O:26][CH2:27][CH3:28])[cH:5][cH:6][cH:7]1>>[Cl:1][c:2]1[c:3]([F:29])[c:4]([CH:8]([CH:9]2[CH2:10][N:11]([C:15](=[O:16])[O:17][C:18]([CH3:19])([CH3:20])[CH3:21])[CH2:12][CH2:13][CH2:14]2)[O:22][CH2:23][CH2:24][OH:25])[cH:5][cH:6][cH:7]1. The reactants are COc1c(C)cc(C(=O)Cl)cc1C, ClCCl, Nc1ccc(Cl)nc1Cl, [Na+], O=S(=O)([O-])O, c1ccncc1. The product is COc1c(C)cc(C(=O)Nc2ccc(Cl)nc2Cl)cc1C. Reaction SMILES: [CH3:16][O:17][c:18]1[c:19]([CH3:28])[cH:20][c:21]([C:22](=[O:23])[Cl:24])[cH:25][c:26]1[CH3:27].[Cl:35][CH2:36][Cl:37].[Cl:7][c:8]1[n:9][c:10]([Cl:15])[cH:11][cH:12][c:13]1[NH2:14].[Na+:34].[S:29](=[O:30])(=[O:31])([OH:32])[O-:33].[cH:1]1[cH:2][cH:3][n:4][cH:5][cH:6]1>>[Cl:7][c:8]1[n:9][c:10]([Cl:15])[cH:11][cH:12][c:13]1[NH:14][C:22]([c:21]1[cH:20][c:19]([CH3:28])[c:18]([O:17][CH3:16])[c:26]([CH3:27])[cH:25]1)=[O:23].